From a dataset of the Open Reaction Database (ORD), a public repository of structured organic reaction records. describe an organic reaction: reactants, conditions, products, and yield The product is COc1cc(N)ccc1-n1cnc(C#N)c1. As a reaction SMILES: [CH3:19][C:20](=[O:21])[OH:22].[CH3:1][O:2][c:3]1[c:4](-[n:12]2[cH:13][n:14][c:15]([C:17]#[N:18])[cH:16]2)[cH:5][cH:6][c:7]([N+:9]([O-:10])=[O:11])[cH:8]1.[CH3:25][CH2:26][OH:27].[Fe:29].[Na+:24].[OH-:23].[OH2:28]>>[CH3:1][O:2][c:3]1[c:4](-[n:12]2[cH:13][n:14][c:15]([C:17]#[N:18])[cH:16]2)[cH:5][cH:6][c:7]([NH2:9])[cH:8]1. Starting materials: CC(=O)O, COc1cc([N+](=O)[O-])ccc1-n1cnc(C#N)c1, CCO, [Fe], [Na+], [OH-], O. Yields the product C(C1=CC=CC=C1)(=O)OCC1=C(C=CC(=C1)Br)Cl (5-bromo-2-chlorobenzyl benzoate). The solvent is C(Cl)(Cl)Cl (chloroform). Conditions: time 8 hour. Reactants: Cl (HCl), BrC=1C=CC(=C(CO)C1)Cl (5-bromo-2-chlorobenzylalcohol), N1=CC=CC=C1 (pyridine), C(C1=CC=CC=C1)(=O)Cl (benzoyl chloride). Procedure details: To a solution of 5-bromo-2-chlorobenzylalcohol (1.0 g) and pyridine (0.44 mL) in chloroform (40 mL) was added benzoyl chloride (0.58 mL) under ice-cooling, and the mixture was stirred at room temperature overnight. To the reaction mixture was added 1N HCl under ice-cooling, and the mixture was extracted with chloroform. The organic layer was washed successively with water, an aqueous saturated sodium hydrogencarbonate solution and brine, dried over magnesium sulfate and concentrated in vacuo. Th... As a reaction SMILES: [Br:1][C:2]1[CH:3]=[CH:4][C:5]([Cl:10])=[C:6]([CH:9]=1)[CH2:7][OH:8].N1C=CC=CC=1.[C:17](Cl)(=[O:24])[C:18]1[CH:23]=[CH:22][CH:21]=[CH:20][CH:19]=1.Cl>C(Cl)(Cl)Cl>[C:17]([O:8][CH2:7][C:6]1[CH:9]=[C:2]([Br:1])[CH:3]=[CH:4][C:5]=1[Cl:10])(=[O:24])[C:18]1[CH:23]=[CH:22][CH:21]=[CH:20][CH:19]=1. Reactants: [BH4-], CC#N, C=CCOC(=O)N1C(C)CCC1C(=O)NC(C)C, [Na+]. Yields the product CC(C)NC(=O)C1CCC(C)N1. RXN SMILES: [BH4-:19].[CH3:21][C:22]#[N:23].[CH:1]([CH3:2])([CH3:3])[NH:4][C:5](=[O:6])[CH:7]1[N:8]([C:13]([O:14][CH2:15][CH:16]=[CH2:17])=[O:18])[CH:9]([CH3:12])[CH2:10][CH2:11]1.[Na+:20]>>[CH:1]([CH3:2])([CH3:3])[NH:4][C:5](=[O:6])[CH:7]1[NH:8][CH:9]([CH3:12])[CH2:10][CH2:11]1. Starting materials: C1(CC1)COC1=C(C=CC(=N1)C(=O)O)C1(CCC1)O (6-(cyclopropylmethoxy)-5-(1-hydroxycyclobutyl)pyridine-2-carboxylic acid), Cl.FC1(C[C@H](NC1)C(=O)N)F ((S)-4,4-difluoropyrrolidine-2-carboxamide hydrochloride). Yields the product C1(CC1)COC1=C(C=CC(=N1)C(=O)N1[C@@H](CC(C1)(F)F)C(=O)N)C1(CCC1)O ((2S)-1-[6-(Cyclopropylmethoxy)-5-(1-hydroxycyclobutyl)pyridine-2-carbonyl]-4,4-difluoropyrrolidine-2-carboxamide). Isolated yield 26.6%. As a reaction SMILES: [CH:1]1([CH2:4][O:5][C:6]2[N:11]=[C:10]([C:12]([OH:14])=O)[CH:9]=[CH:8][C:7]=2[C:15]2([OH:19])[CH2:18][CH2:17][CH2:16]2)[CH2:3][CH2:2]1.Cl.[F:21][C:22]1([F:30])[CH2:26][NH:25][C@H:24]([C:27]([NH2:29])=[O:28])[CH2:23]1>>[CH:1]1([CH2:4][O:5][C:6]2[N:11]=[C:10]([C:12]([N:25]3[CH2:26][C:22]([F:30])([F:21])[CH2:23][C@H:24]3[C:27]([NH2:29])=[O:28])=[O:14])[CH:9]=[CH:8][C:7]=2[C:15]2([OH:19])[CH2:18][CH2:17][CH2:16]2)[CH2:2][CH2:3]1 |f:1.2|. Reported procedure: In analogy to the procedure described in Example 127 e), 6-(cyclopropylmethoxy)-5-(1-hydroxycyclobutyl)pyridine-2-carboxylic acid (CAN 1415899-53-4, 15 mg, 57 μmol) was reacted with (S)-4,4-difluoropyrrolidine-2-carboxamide hydrochloride (CAN 426844-51-1, 10.6 mg, 57 μmol) to give the title compound (6 mg, 21%) as light yellow oil, LC-MS (UV peak area, ESI) 100%, 396.1740 [MH+]. The reactants are CCc1ccc(C2CC(C(=O)O)CN(C(=O)N3CCOCC3)C2)cc1, ClCCl, O=S(Cl)Cl. Product: CCc1ccc(C2CC(C(=O)Cl)CN(C(=O)N3CCOCC3)C2)cc1. RXN SMILES: [CH2:1]([CH3:2])[c:3]1[cH:4][cH:5][c:6]([CH:9]2[CH2:10][CH:11]([C:23](=[O:24])[OH:25])[CH2:12][N:13]([C:15](=[O:16])[N:17]3[CH2:18][CH2:19][O:20][CH2:21][CH2:22]3)[CH2:14]2)[cH:7][cH:8]1.[Cl:30][CH2:31][Cl:32].[S:26]([Cl:27])([Cl:28])=[O:29]>>[CH2:1]([CH3:2])[c:3]1[cH:4][cH:5][c:6]([CH:9]2[CH2:10][CH:11]([C:23](=[O:25])[Cl:28])[CH2:12][N:13]([C:15](=[O:16])[N:17]3[CH2:18][CH2:19][O:20][CH2:21][CH2:22]3)[CH2:14]2)[cH:7][cH:8]1. Starting materials: ClC=1C=CC(=C(C1)C1=CC(N(C=C1OC)CC(=O)OC(C)(C)C)=O)C#N (tert-butyl [4-(5-chloro-2-cyanophenyl)-5-methoxy-2-oxopyridin-1(2H)-yl]acetate), bis(trimethylsilyl)lithium amide, FC(S(=O)(=O)OCC1COCCC1)(F)F (tetrahydro-2H-pyran-3-ylmethyl trifluoromethanesulphonate). Product: ClC=1C=CC(=C(C1)C1=CC(N(C=C1OC)C(C(=O)OC(C)(C)C)CC1COCCC1)=O)C#N (tert-Butyl 2-[4-(5-chloro-2-cyanophenyl)-5-methoxy-2-oxopyridin-1(2H)-yl]-3-(tetrahydro-2H-pyran-3-yl)propanoate). As a reaction SMILES: [Cl:1][C:2]1[CH:3]=[CH:4][C:5]([C:25]#[N:26])=[C:6]([C:8]2[C:13]([O:14][CH3:15])=[CH:12][N:11]([CH2:16][C:17]([O:19][C:20]([CH3:23])([CH3:22])[CH3:21])=[O:18])[C:10](=[O:24])[CH:9]=2)[CH:7]=1.FC(F)(F)S(O[CH2:33][CH:34]1[CH2:39][CH2:38][CH2:37][O:36][CH2:35]1)(=O)=O>>[Cl:1][C:2]1[CH:3]=[CH:4][C:5]([C:25]#[N:26])=[C:6]([C:8]2[C:13]([O:14][CH3:15])=[CH:12][N:11]([CH:16]([CH2:33][CH:34]3[CH2:39][CH2:38][CH2:37][O:36][CH2:35]3)[C:17]([O:19][C:20]([CH3:21])([CH3:22])[CH3:23])=[O:18])[C:10](=[O:24])[CH:9]=2)[CH:7]=1. Procedure: 450 mg (purity 94%, 1.13 mmol) of tert-butyl [4-(5-chloro-2-cyanophenyl)-5-methoxy-2-oxopyridin-1(2H)-yl]acetate in the presence of 1.24 ml (1.24 mmol, 1.1 eq.) of bis(trimethylsilyl)lithium amide (1M in THF) and 467 mg (1.69 mmol, 1.5 eq.) of tetrahydro-2H-pyran-3-ylmethyl trifluoromethanesulphonate (racemate) were reacted according to General Method 7B. Yield: 451 mg (purity 82%, 69% of theory)